Dataset: the Open Reaction Database (ORD), a public repository of structured organic reaction records. Task: describe an organic reaction: reactants, conditions, products, and yield The reactants are C1(=CC=CC=C1)C(C=O)C (2-phenylpropanal), C(=O)N (formamide), C1(=CC=C(C=C1)S(=O)(=O)O)C (p-toluenesulfonic acid), C1CCCCC1 (cyclohexane). Run in O (water). Yields the product 118, C1(=CC=CC=C1)C(CO)C (2-phenylpropanol). RXN SMILES: [C:1]1([CH:7]([CH3:10])[CH:8]=[O:9])[CH:6]=[CH:5][CH:4]=[CH:3][CH:2]=1.C(N)=O.C1(C)C=CC(S(O)(=O)=O)=CC=1.C1CCCCC1>O>[C:1]1([CH:7]([CH3:10])[CH2:8][OH:9])[CH:6]=[CH:5][CH:4]=[CH:3][CH:2]=1. Procedure details: (1st step). 1,340 parts of 2-phenylpropanal, 450 parts of formamide, 95 parts of p-toluenesulfonic acid and 420 parts by volume of cyclohexane are refluxed for 41/2 hours at 95°-98° C. in a stirred apparatus equipped with a reflux condenser and water separator; 144 parts of water are separated off. The reaction mixture is subjected to fractional distillation. The distillate is extracted with 500 parts by volume of ether. Distillation of the ether extract under reduced pressure gives 118 parts of... Reactants: CO, O=[N+]([O-])c1ccc(Cl)nc1, [H-], [Na+], C1CCOC1, O. Yields the product COc1ccc([N+](=O)[O-])cn1. RXN SMILES: [CH3:11][OH:12].[Cl:1][c:2]1[n:3][cH:4][c:5]([N+:8](=[O:9])[O-:10])[cH:6][cH:7]1.[H-:13].[Na+:14].[O:16]1[CH2:17][CH2:18][CH2:19][CH2:20]1.[OH2:15]>>[c:2]1([O:12][CH3:11])[n:3][cH:4][c:5]([N+:8](=[O:9])[O-:10])[cH:6][cH:7]1. Reactants: O=C=NCc1ccc(Br)cc1, C1CCOC1, CCCCCC, Nc1cccc2[nH]ccc12. Product: O=C(NCc1ccc(Br)cc1)Nc1cccc2[nH]ccc12. As a reaction SMILES: [Br:11][c:12]1[cH:13][cH:14][c:15]([CH2:18][N:19]=[C:20]=[O:21])[cH:16][cH:17]1.[CH2:28]1[O:29][CH2:30][CH2:31][CH2:32]1.[CH3:22][CH2:23][CH2:24][CH2:25][CH2:26][CH3:27].[NH2:1][c:2]1[c:3]2[cH:4][cH:5][nH:6][c:7]2[cH:8][cH:9][cH:10]1>>[NH:1]([c:2]1[c:3]2[cH:4][cH:5][nH:6][c:7]2[cH:8][cH:9][cH:10]1)[C:20]([NH:19][CH2:18][c:15]1[cH:14][cH:13][c:12]([Br:11])[cH:17][cH:16]1)=[O:21].